From a dataset of the Open Reaction Database (ORD), a public repository of structured organic reaction records. describe an organic reaction: reactants, conditions, products, and yield Starting materials: C(C)OC(C(C)(C)OC1=C(C=C(C=C1)O)C)=O (2-(4-hydroxy-2-methyl-phenoxy)-2-methyl-propionic acid ethyl ester), 101F, ClCC=1C(=NC(=NC1)C1=CC=C(C=C1)C(F)(F)F)COC (5-chloromethyl-4-methoxymethyl-2-(4-trifluoromethyl-phenyl)-pyrimidine), COCC(CC(=O)OC)=O (methyl 4-methoxyacetoacetate), Cl.FC(C1=CC=C(C=N1)C1=CC=CC=C1C(=N)N)(F)F (6-(trifluoromethyl)pyridine-3-benzamidine hydrochloride). Product: C(C)OC(C(C)(C)OC1=C(C=C(C=C1)OCC=1C(=NC(=NC1)C1=CC=C(C=C1)C(F)(F)F)COC)C)=O (2-{4-[4-methoxymethyl-2-(4-trifluoromethyl-phenyl)-pyrimidin-5-ylmethoxy]-2-methyl-phenoxy}-2-methyl-propionic acid ethyl ester). As a reaction SMILES: [CH2:1]([O:3][C:4](=[O:17])[C:5]([O:8][C:9]1[CH:14]=[CH:13][C:12]([OH:15])=[CH:11][C:10]=1[CH3:16])([CH3:7])[CH3:6])[CH3:2].Cl[CH2:19][C:20]1[C:21]([CH2:36][O:37][CH3:38])=[N:22][C:23]([C:26]2[CH:31]=[CH:30][C:29]([C:32]([F:35])([F:34])[F:33])=[CH:28][CH:27]=2)=[N:24][CH:25]=1.COCC(=O)CC(OC)=O.Cl.FC(F)(F)C1N=CC(C2C(C(N)=N)=CC=CC=2)=CC=1>>[CH2:1]([O:3][C:4](=[O:17])[C:5]([O:8][C:9]1[CH:14]=[CH:13][C:12]([O:15][CH2:19][C:20]2[C:21]([CH2:36][O:37][CH3:38])=[N:22][C:23]([C:26]3[CH:27]=[CH:28][C:29]([C:32]([F:35])([F:34])[F:33])=[CH:30][CH:31]=3)=[N:24][CH:25]=2)=[CH:11][C:10]=1[CH3:16])([CH3:6])[CH3:7])[CH3:2] |f:3.4|. Procedure: In analogy to the procedures described in example 101A], 2-(4-hydroxy-2-methyl-phenoxy)-2-methyl-propionic acid ethyl ester (described in WO 02/092590) was reacted with 5-chloromethyl-4-methoxymethyl-2-(4-trifluoromethyl-phenyl)-pyrimidine (prepared from methyl 4-methoxyacetoacetate and 6-(trifluoromethyl)pyridine-3-benzamidine hydrochloride, in analogy to the procedures described in examples 101C] to 101F]) to give 2-{4-[4-methoxymethyl-2-(4-trifluoromethyl-phenyl)-pyrimidin-5-ylmethoxy]-2-meth... The reactants are CC(C)(C)c1ccc(N2C(=O)c3c(ccnc3F)C2O)cc1, CC[SiH](CC)CC, ClCCl, O=C(O)C(F)(F)F. Yields the product CC(C)(C)c1ccc(N2Cc3ccnc(F)c3C2=O)cc1. RXN SMILES: [C:1]([CH3:2])([CH3:3])([CH3:4])[c:5]1[cH:6][cH:7][c:8]([N:11]2[C:12](=[O:22])[c:13]3[c:14]([F:21])[n:15][cH:16][cH:17][c:18]3[CH:19]2[OH:20])[cH:9][cH:10]1.[CH2:23]([SiH:24]([CH2:25][CH3:26])[CH2:27][CH3:28])[CH3:29].[Cl:37][CH2:38][Cl:39].[F:30][C:31]([F:32])([F:33])[C:34]([OH:35])=[O:36]>>[C:1]([CH3:2])([CH3:3])([CH3:4])[c:5]1[cH:6][cH:7][c:8]([N:11]2[C:12](=[O:22])[c:13]3[c:14]([F:21])[n:15][cH:16][cH:17][c:18]3[CH2:19]2)[cH:9][cH:10]1. Reactants: C(C)(C)N(C(C)C)CC (N,N-diisopropylethylamine), CS(=O)C (dimethyl sulfoxide), BrC=1C=C(C=CC1)S(=O)(=O)OC=1C=C(OCCCO)C=C(C1)C (3-[3-(3-bromophenylsulfonyloxy)-5-methylphenoxy]propanol). The solvent is ClCCl (dichloromethane), ClCCl (dichloromethane). Reaction conditions: temperature 0 celsius, time 3 hour. Product: BrC=1C=C(C=CC1)S(=O)(=O)OC=1C=C(OCCC=O)C=C(C1)C (3-[3-(3-Bromophenylsulfonyloxy)-5-methylphenoxy]propionaldehyde). Isolated yield 68.1%. RXN SMILES: [Br:1][C:2]1[CH:3]=[C:4]([S:8]([O:11][C:12]2[CH:13]=[C:14]([CH:20]=[C:21]([CH3:23])[CH:22]=2)[O:15][CH2:16][CH2:17][CH2:18][OH:19])(=[O:10])=[O:9])[CH:5]=[CH:6][CH:7]=1.C(N(CC)C(C)C)(C)C.CS(C)=O>ClCCl>[Br:1][C:2]1[CH:3]=[C:4]([S:8]([O:11][C:12]2[CH:13]=[C:14]([CH:20]=[C:21]([CH3:23])[CH:22]=2)[O:15][CH2:16][CH2:17][CH:18]=[O:19])(=[O:10])=[O:9])[CH:5]=[CH:6][CH:7]=1. Procedure details: To a cooled (0° C.), stirred solution of 914 mg (2.28 mmol) 3-[3-(3-bromophenylsulfonyloxy)-5-methylphenoxy]propanol, as prepared in the preceding step, 795 μL of N,N-diisopropylethylamine and 485 μL of anhydrous dimethyl sulfoxide in 15 mL of anhydrous dichloromethane was added 732 mg (4.60 mmol) of sulfur trioxide pyridine complex. The mixture was warmed to ambient temperature over 30 min and stirred for 3 h. The mixture was poured into 15 mL of dichloromethane and washed with 5% (w/v) aqueous... The reactants are Cl (hydrogen chloride), Cl.C(C=C)N1[C@H]2[C@@]3(CCC([C@H]4[C@@]3(C=3C(=C(C=CC3C2)O)O4)CC1)=O)O (17-allyl-4,5α-epoxy-3,14-dihydroxymorphinan-6-one hydrochloride), Cl.C(C)OC([C@@H](N)CS)=O (cysteine ethyl ester hydrochloride). The solvent is C(C)O (ethanol), N1=CC=CC=C1 (pyridine), C(C)OCC (ethyl ether). Yields the product 6-spirothiazolidine dihydrochloride, C=CCN1CC[C@]23C4=C5C=CC(=C4O[C@H]2C(=O)CC[C@]3([C@H]1C5)O)O (naloxone). As a reaction SMILES: Cl.[CH2:2]([N:5]1[CH2:23][CH2:22][C@:12]23[C:13]4[C:14]5[O:21][C@H:11]2[C:10](=[O:24])[CH2:9][CH2:8][C@@:7]3([OH:25])[C@H:6]1[CH2:19][C:18]=4[CH:17]=[CH:16][C:15]=5[OH:20])[CH:3]=[CH2:4].Cl.C(OC(=O)[C@H](CS)N)C.Cl>N1C=CC=CC=1.C(OCC)C.C(O)C>[CH2:4]=[CH:3][CH2:2][N:5]1[C@@H:6]2[CH2:19][C:18]3[CH:17]=[CH:16][C:15]([OH:20])=[C:14]4[O:21][C@H:11]5[C:10]([CH2:9][CH2:8][C@:7]2([OH:25])[C@:12]5([C:13]=34)[CH2:22][CH2:23]1)=[O:24] |f:0.1,2.3|. Procedure details: A mixture of 4 mmol of 17-allyl-4,5α-epoxy-3,14-dihydroxymorphinan-6-one hydrochloride (naloxone hydrochloride 1.46 g) and of 8 mmol cysteine ethyl ester hydrochloride (1.5 g) in 45 ml of dry pyridine is stirred at room temperature for 20 hours under a nitrogen atmosphere. The solution is concentrated in vacuo. The resulting mixture is partitioned between water (50 ml) and chloroform (50 ml). The pH of the aqueous layer is adjusted to 7.0 with 10% NaOH. After shaking, the organic layer is separa... Reactants: [C@H]12[C@H](NC[C@@H]2C1)CNC(=O)C1=C(N=C2SC=CN21)C (6-Methyl-imidazo[2,1-b]thiazole-5-carboxylic acid [(1S,2S,5R)-1-(3-aza-bicyclo[3.1.0]hex-2-yl)methyl]-amide), NC=1SC(=C(N1)C(=O)O)C1=CC(=CC=C1)F (2-Amino-5-(3-fluoro-phenyl)-thiazole-4-carboxylic acid). Product: NC=1SC(=C(N1)C(=O)N1[C@@H]([C@H]2C[C@H]2C1)CNC(=O)C1=C(N=C2SC=CN21)C)C2=CC(=CC=C2)F (6-Methyl-imidazo[2,1-b]thiazole-5-carboxylic acid{(1S,2S,5R)-3-[2-amino-5-(3-fluoro-phenyl)-thiazole-4-carbonyl]-3-aza-bicyclo[3.1.0]hex-2-ylmethyl}-amide). RXN SMILES: [C@H:1]12[CH2:6][C@H:5]1[CH2:4][NH:3][C@@H:2]2[CH2:7][NH:8][C:9]([C:11]1[N:18]2[C:14]([S:15][CH:16]=[CH:17]2)=[N:13][C:12]=1[CH3:19])=[O:10].[NH2:20][C:21]1[S:22][C:23]([C:29]2[CH:34]=[CH:33][CH:32]=[C:31]([F:35])[CH:30]=2)=[C:24]([C:26](O)=[O:27])[N:25]=1>>[NH2:20][C:21]1[S:22][C:23]([C:29]2[CH:34]=[CH:33][CH:32]=[C:31]([F:35])[CH:30]=2)=[C:24]([C:26]([N:3]2[CH2:4][C@H:5]3[C@H:1]([CH2:6]3)[C@H:2]2[CH2:7][NH:8][C:9]([C:11]2[N:18]3[C:14]([S:15][CH:16]=[CH:17]3)=[N:13][C:12]=2[CH3:19])=[O:10])=[O:27])[N:25]=1. Reported procedure: prepared by reaction of 6-Methyl-imidazo[2,1-b]thiazole-5-carboxylic acid [(1S,2S,5R)-1-(3-aza-bicyclo[3.1.0]hex-2-yl)methyl]-amide with 2-Amino-5-(3-fluoro-phenyl)-thiazole-4-carboxylic acid. LC-MS (basic): tR=1.21 min; [M+H]+=497.1.